This data is from the Open Reaction Database (ORD), a public repository of structured organic reaction records. The task is: describe an organic reaction: reactants, conditions, products, and yield Starting materials: C(CCCCCCC)C1=NOC(=N1)C1=CC=C(C=O)C=C1 (4-(3-octyl-1,2,4-oxadiazol-5-yl)benzaldehyde), COC1=C(CN)C=CC=C1 (2-methoxybenzylamine). Product: COC1=C(CNCC2=CC=C(C=C2)C2=NC(=NO2)CCCCCCCC)C=CC=C1 (N-(2-methoxybenzyl)-N-[4-(3-octyl-1,2,4-oxadiazol-5-yl)benzyl]amine). RXN SMILES: [CH2:1]([C:9]1[N:13]=[C:12]([C:14]2[CH:21]=[CH:20][C:17]([CH:18]=O)=[CH:16][CH:15]=2)[O:11][N:10]=1)[CH2:2][CH2:3][CH2:4][CH2:5][CH2:6][CH2:7][CH3:8].[CH3:22][O:23][C:24]1[CH:31]=[CH:30][CH:29]=[CH:28][C:25]=1[CH2:26][NH2:27]>>[CH3:22][O:23][C:24]1[CH:31]=[CH:30][CH:29]=[CH:28][C:25]=1[CH2:26][NH:27][CH2:18][C:17]1[CH:20]=[CH:21][C:14]([C:12]2[O:11][N:10]=[C:9]([CH2:1][CH2:2][CH2:3][CH2:4][CH2:5][CH2:6][CH2:7][CH3:8])[N:13]=2)=[CH:15][CH:16]=1. Reported procedure: The same procedure as employed in the preparation of Example 357 (step a) but using 4-(3-octyl-1,2,4-oxadiazol-5-yl)benzaldehyde and 2-methoxybenzylamine gave the title compound as an oil. M+(LC/MS(ESI)): 408.4. HPLC (Condition A), Rt: 4.12 min (HPLC purity: 91.9%). The reactants are COC([C@H](NC([C@@H](NC([C@@H](NC([C@@H](NC(=O)OC(C)(C)C)CC1=CNC2=CC=CC=C12)=O)COCC1=CC=CC=C1)=O)CC1=CC=C(C=C1)OCC1=CC=CC=C1)=O)CC(C)C)=O (Nα-t-Butoxycarbonyl-L-tryptophyl-O-benzyl-L-seryl-O-benzyl-L-tyrosyl-D-leucine methyl ester), ON1N=NC2=C1C=CC=C2 (1-hydroxybenzotriazole), C1(CCCCC1)N=C=NC1CCCCC1 (dicyclohexylcarbodiimide), FC(C(=O)O)(F)F (trifluoroacetic acid), C1(CCCCC1)C(=O)O (cyclohexane carboxylic acid). The solvent is C(C)N(CC)CC (triethylamine). Product: COC([C@H](NC([C@@H](NC([C@@H](NC([C@@H](NC(=O)C1CCCCC1)CC1=CNC2=CC=CC=C12)=O)COCC1=CC=CC=C1)=O)CC1=CC=C(C=C1)OCC1=CC=CC=C1)=O)CC(C)C)=O (Nα-Cyclohexylcarbonyl-L-tryptophyl-O-benzyl-L-seryl-O-benzyl-L-tyrosyl-D-leucine methyl ester). As a reaction SMILES: [CH3:1][O:2][C:3](=[O:63])[C@@H:4]([CH2:59][CH:60]([CH3:62])[CH3:61])[NH:5][C:6](=[O:58])[C@H:7]([CH2:43][C:44]1[CH:49]=[CH:48][C:47]([O:50][CH2:51][C:52]2[CH:57]=[CH:56][CH:55]=[CH:54][CH:53]=2)=[CH:46][CH:45]=1)[NH:8][C:9](=[O:42])[C@H:10]([CH2:33][O:34][CH2:35][C:36]1[CH:41]=[CH:40][CH:39]=[CH:38][CH:37]=1)[NH:11][C:12](=[O:32])[C@H:13]([CH2:22][C:23]1[C:31]2[C:26](=[CH:27][CH:28]=[CH:29][CH:30]=2)[NH:25][CH:24]=1)[NH:14][C:15]([O:17]C(C)(C)C)=O.FC(F)(F)C(O)=O.[CH:71]1(C(O)=O)[CH2:76][CH2:75][CH2:74][CH2:73][CH2:72]1.ON1C2C=CC=CC=2N=N1.C1(N=C=NC2CCCCC2)CCCCC1>C(N(CC)CC)C>[CH3:1][O:2][C:3](=[O:63])[C@@H:4]([CH2:59][CH:60]([CH3:62])[CH3:61])[NH:5][C:6](=[O:58])[C@H:7]([CH2:43][C:44]1[CH:49]=[CH:48][C:47]([O:50][CH2:51][C:52]2[CH:57]=[CH:56][CH:55]=[CH:54][CH:53]=2)=[CH:46][CH:45]=1)[NH:8][C:9](=[O:42])[C@H:10]([CH2:33][O:34][CH2:35][C:36]1[CH:37]=[CH:38][CH:39]=[CH:40][CH:41]=1)[NH:11][C:12](=[O:32])[C@H:13]([CH2:22][C:23]1[C:31]2[C:26](=[CH:27][CH:28]=[CH:29][CH:30]=2)[NH:25][CH:24]=1)[NH:14][C:15]([CH:71]1[CH2:76][CH2:75][CH2:74][CH2:73][CH2:72]1)=[O:17]. Procedure: Nα-t-Butoxycarbonyl-L-tryptophyl-O-benzyl-L-seryl-O-benzyl-L-tyrosyl-D-leucine methyl ester (Example 17), 1 g., 1.16 mmol, is reacted according to the appropriate part of Example 1 with 20 ml. of trifluoroacetic acid, neutralized with triethylamine and coupled with 150 mg., 1.17 mmol, of cyclohexane carboxylic acid using 180 mg., 1.17 mmol, of 1-hydroxybenzotriazole and 240 mg., 1.17 mmol, of dicyclohexylcarbodiimide. The solution is evaporated and the residue triturated with ether. The product ... Starting materials: COCCOCO[C@@H]1CC2=CC[C@H]3[C@@H]4CC[C@H]([C@@H](CCCO)C)[C@]4(CC[C@@H]3[C@]2(CC1)C)C (3β-(methoxyethoxymethoxy)-24-hydroxy-5-cholene), S(=O)(=O)(C1=CC=C(C)C=C1)Cl (tosyl chloride), COC(CC[C@@H](C)[C@H]1CC[C@H]2[C@@H]3CC=C4C[C@H](CC[C@]4(C)[C@H]3CC[C@]12C)OCOCCOC)=O (3β-(methoxyethoxymethoxy)-5-cholenic acid methyl ester), COCCO[AlH2-]OCCOC.[Na+] (Vitride), O1C(CCCC1)OC1OCCCC1 (tetrahydropyranyl ether). Solvent: N1=CC=CC=C1 (pyridine). The product is COCCOCO[C@@H]1CC2=CC[C@H]3[C@@H]4CC[C@H]([C@@H](CCCOS(=O)(=O)C5=CC=C(C)C=C5)C)[C@]4(CC[C@@H]3[C@]2(CC1)C)C (3β-(methoxyethoxymethoxy)-24-tosyloxy-5-cholene). As a reaction SMILES: COC(=O)CC[C@H]([C@@H]1[C@]2(C)[C@H]([C@H]3[C@H](CC2)[C@]2(C)C(C[C@@H](OCOCCOC)CC2)=CC3)CC1)C.COCCO[AlH2-]OCCOC.[Na+].O1CCCCC1OC1CCCCO1.[CH3:60][O:61][CH2:62][CH2:63][O:64][CH2:65][O:66][C@H:67]1[CH2:89][CH2:88][C@@:87]2([CH3:90])[C:69](=[CH:70][CH2:71][C@@H:72]3[C@@H:86]2[CH2:85][CH2:84][C@@:83]2([CH3:91])[C@H:73]3[CH2:74][CH2:75][C@@H:76]2[C@H:77]([CH3:82])[CH2:78][CH2:79][CH2:80][OH:81])[CH2:68]1.[S:92](Cl)([C:95]1[CH:101]=[CH:100][C:98]([CH3:99])=[CH:97][CH:96]=1)(=[O:94])=[O:93]>N1C=CC=CC=1>[CH3:60][O:61][CH2:62][CH2:63][O:64][CH2:65][O:66][C@H:67]1[CH2:89][CH2:88][C@@:87]2([CH3:90])[C:69](=[CH:70][CH2:71][C@@H:72]3[C@@H:86]2[CH2:85][CH2:84][C@@:83]2([CH3:91])[C@H:73]3[CH2:74][CH2:75][C@@H:76]2[C@H:77]([CH3:82])[CH2:78][CH2:79][CH2:80][O:81][S:92]([C:95]2[CH:101]=[CH:100][C:98]([CH3:99])=[CH:97][CH:96]=2)(=[O:94])=[O:93])[CH2:68]1 |f:1.2|. Procedure details: The 3β-(methoxyethoxymethoxy)-5-cholenic acid methyl ester was reduced with Vitride as described for the tetrahydropyranyl ether in Example 3. The resulting compound, the 3β-(methoxyethoxymethoxy)-24-hydroxy-5-cholene, was treated with tosyl chloride in pyridine and the 3β-(methoxyethoxymethoxy)-24-tosyloxy-5-cholene obtained. The tosyloxy compound was heated in dimethylformamide with potassium cyanide, and the tosyloxy group exchanged for the cyano group. 2.1 mmole of the 3β-(methoxyethoxymetho... The reactants are COc1ccccc1Br, O=CCC1CCN(Cc2ccccc2)CC1, [Li]CCCC, [Cl-], [NH4+], C1CCOC1. Product: COc1ccccc1C(O)CC1CCN(Cc2ccccc2)CC1. RXN SMILES: [Br:1][c:2]1[c:3]([O:8][CH3:9])[cH:4][cH:5][cH:6][cH:7]1.[CH2:10]([c:11]1[cH:12][cH:13][cH:14][cH:15][cH:16]1)[N:17]1[CH2:18][CH2:19][CH:20]([CH2:23][CH:24]=[O:25])[CH2:21][CH2:22]1.[CH2:33]([Li:34])[CH2:35][CH2:36][CH3:37].[Cl-:26].[NH4+:27].[O:28]1[CH2:29][CH2:30][CH2:31][CH2:32]1>>[c:2]1([CH:24]([CH2:23][CH:20]2[CH2:19][CH2:18][N:17]([CH2:10][c:11]3[cH:12][cH:13][cH:14][cH:15][cH:16]3)[CH2:22][CH2:21]2)[OH:25])[c:3]([O:8][CH3:9])[cH:4][cH:5][cH:6][cH:7]1. The reactants are CC1=NN=CN1C1=CC=CC=C1 (3-methyl-4-phenyl-4H-1,2,4-triazole), C(CCC)[Li] (n-butyllithium), C1(=CC=CC=C1)CCN1CCC(CC1)=O (N-(2-phenylethyl)-4-piperidinone), O (water). The solvent is C1CCOC1 (THF), C1CCOC1 (THF). Reaction conditions: temperature -78 celsius, time 30 minute. The product is CC=1N(C(=NN1)C1(CCN(CC1)CCC1=CC=CC=C1)O)C1=CC=CC=C1 (4-(5-Methyl-4-phenyl-4H-1,2,4-triazol-3-yl)-1-(2-phenylethyl)-4-piperidinol). Reaction SMILES: [CH3:1][C:2]1[N:6]([C:7]2[CH:12]=[CH:11][CH:10]=[CH:9][CH:8]=2)[CH:5]=[N:4][N:3]=1.C([Li])CCC.[C:18]1([CH2:24][CH2:25][N:26]2[CH2:31][CH2:30][C:29](=[O:32])[CH2:28][CH2:27]2)[CH:23]=[CH:22][CH:21]=[CH:20][CH:19]=1.O>C1COCC1>[CH3:1][C:2]1[N:6]([C:7]2[CH:8]=[CH:9][CH:10]=[CH:11][CH:12]=2)[C:5]([C:29]2([OH:32])[CH2:30][CH2:31][N:26]([CH2:25][CH2:24][C:18]3[CH:19]=[CH:20][CH:21]=[CH:22][CH:23]=3)[CH2:27][CH2:28]2)=[N:4][N:3]=1. Procedure: To a solution of 1.6 g of 3-methyl-4-phenyl-4H-1,2,4-triazole (10 mmol) in 15 ml of THF at -78° C. is added 7.0 ml of n-butyllithium (1.6N in hexane). The mixture is stirred for 50 minutes before a solution of 2.44 g of N-(2-phenylethyl)-4-piperidinone in 12 ml of THF is charged into the flask. After stirring for 30 minutes at -78° C. and then 1 hour at -20° C. the mixture is poured into cold water and is extracted three times with chloroform. The combined chloroform extracts are washed twice wi... The reactants are C(=O)(O)C1=CC=CC=2C(C3=CC=CC=C3NC12)=O (4-carboxyacridanone), [N+](=O)([O-])[O-].[K+] (KNO3), ice water. Run in OS(=O)(=O)O (H2SO4). Conditions: temperature 20 celsius, time 30 minute. Product: [N+](=O)([O-])C1=CC=C2NC=3C(=CC=CC3C(C2=C1)=O)C(=O)O (7-Nitro-4-carboxyacridanone). Yield: 65.0%. RXN SMILES: [C:1]([C:4]1[C:17]2[NH:16][C:15]3[C:10](=[CH:11][CH:12]=[CH:13][CH:14]=3)[C:9](=[O:18])[C:8]=2[CH:7]=[CH:6][CH:5]=1)([OH:3])=[O:2].[N+:19]([O-])([O-:21])=[O:20].[K+]>OS(O)(=O)=O>[N+:19]([C:12]1[CH:11]=[C:10]2[C:15]([NH:16][C:17]3[C:4]([C:1]([OH:3])=[O:2])=[CH:5][CH:6]=[CH:7][C:8]=3[C:9]2=[O:18])=[CH:14][CH:13]=1)([O-:21])=[O:20] |f:1.2|. Procedure details: A stirred solution of 4-carboxyacridanone (10.0 g) in c.H2SO4 (50 ml) was treated portionwise at below 5° C. with powdered KNO3 (4.6 g), then stirred for 30 min at 20° C. and poured into ice water. The precipitate was collected, washed, dried and crystallized from DMF/MeOH and then DMF to give pure product of m.p. about 375° C. (65% yield).